Dataset: the Open Reaction Database (ORD), a public repository of structured organic reaction records. Task: describe an organic reaction: reactants, conditions, products, and yield Reaction SMILES: [F:1][C:2]1[C:7]([F:8])=[CH:6][CH:5]=[CH:4][C:3]=1[N:9]1[C:17]2[CH:16]=[CH:15][N:14]=[CH:13][C:12]=2[N:11]=[C:10]1[C:18]1[C:19]([NH2:24])=[N:20][CH:21]=[CH:22][CH:23]=1.[Br:25]N1C(=O)CCC1=O.C([O-])(O)=O.[Na+]>C(#N)C>[Br:25][C:22]1[CH:23]=[C:18]([C:10]2[N:9]([C:3]3[CH:4]=[CH:5][CH:6]=[C:7]([F:8])[C:2]=3[F:1])[C:17]3[CH:16]=[CH:15][N:14]=[CH:13][C:12]=3[N:11]=2)[C:19]([NH2:24])=[N:20][CH:21]=1 |f:2.3|. The yield is 73.6%. Product: BrC=1C=C(C(=NC1)N)C=1N(C2=C(C=NC=C2)N1)C1=C(C(=CC=C1)F)F (5-bromo-3-(1-(2,3-difluorophenyl)-1H-imidazo[4,5-c]pyridin-2-yl)pyridin-2-amine). Starting materials: FC1=C(C=CC=C1F)N1C(=NC=2C=NC=CC21)C=2C(=NC=CC2)N (3-(1-(2,3-difluorophenyl)-1H-imidazo[4,5-c]pyridin-2-yl)pyridin-2-amine), BrN1C(CCC1=O)=O (N-bromosuccinimide), C(=O)(O)[O-].[Na+] (NaHCO3). Solvent: C(C)#N (acetonitrile). Reaction conditions: time 30 minute. Procedure: A solution of 3-(1-(2,3-difluorophenyl)-1H-imidazo[4,5-c]pyridin-2-yl)pyridin-2-amine (2.4 g, 7.43 mmol) in acetonitrile (70 mL) was treated with N-bromosuccinimide (1.45 g, 18.17 mmol) at 0° C. and the reaction mixture stirred for 30 min. reaction mixture was treated with saturated aq. NaHCO3 solution (150 mL), stirred for 30 min, and the resulting precipitate filtered and dissolved in CHCl3 (200 mL). The combined organics were washed with water (3×70 mL), brine (70 mL), and dried (Na2SO4). Fil... The reactants are ClC=1C(=NC(=NC1)NC=1C=C2C3CN(CC(C2=CC1)CC3)CC#C)NC3=C(C(=O)NC)C=CC=C3 (2-[5-chloro-2-(10-prop-2-ynyl-10-aza-tricyclo[6.3.2.0*2,7*]trideca-2,4,6-trien-4-ylamino)-pyrimidin-4-ylamino]-N-methyl-benzamide), BrCCF (1-bromo-2-fluoro-ethane). Yields the product ClC=1C(=NC(=NC1)NC=1C=C2C3CN(CC(C2=CC1)CC3)CCF)NC3=C(C(=O)NC)C=CC=C3 (2-{5-Chloro-2-[10-(2-fluoro-ethyl)-10-aza-tricyclo[6.3.2.0*2,7*]trideca-2,4,6-trien-4-ylamino]-pyrimidin-4-ylamino}-N-methyl-benzamide), oil. Isolated yield 66.0%. Reaction SMILES: [Cl:1][C:2]1[C:3]([NH:25][C:26]2[CH:35]=[CH:34][CH:33]=[CH:32][C:27]=2[C:28]([NH:30][CH3:31])=[O:29])=[N:4][C:5]([NH:8][C:9]2[CH:10]=[C:11]3[C:17](=[CH:18][CH:19]=2)[CH:16]2[CH2:20][CH2:21][CH:12]3[CH2:13][N:14]([CH2:22][C:23]#C)[CH2:15]2)=[N:6][CH:7]=1.BrCC[F:39]>>[Cl:1][C:2]1[C:3]([NH:25][C:26]2[CH:35]=[CH:34][CH:33]=[CH:32][C:27]=2[C:28]([NH:30][CH3:31])=[O:29])=[N:4][C:5]([NH:8][C:9]2[CH:10]=[C:11]3[C:17](=[CH:18][CH:19]=2)[CH:16]2[CH2:20][CH2:21][CH:12]3[CH2:13][N:14]([CH2:22][CH2:23][F:39])[CH2:15]2)=[N:6][CH:7]=1. Procedure details: 2-{5-Chloro-2-[10-(2-fluoro-ethyl)-10-aza-tricyclo[6.3.2.0*2,7*]trideca-2,4,6-trien-4-ylamino]-pyrimidin-4-ylamino}-N-methyl-benzamide was prepared from 2-[5-chloro-2-(10-prop-2-ynyl-10-aza-tricyclo[6.3.2.0*2,7*]trideca-2,4,6-trien-4-ylamino)-pyrimidin-4-ylamino]-N-methyl-benzamide and 1-bromo-2-fluoro-ethane in an analogous manner to Example 279. Product isolated as a yellow oil (22 mg, 66%). LCMS (m/e) 495 (M+1); 1H-NMR (CDCl3, 400 MHz) δ 11.03 (s, 1H), 8.65 (d, 1H, J=8.4 Hz), 8.08 (s, 1H), 7.... The reactants are Cl (hydrochloric acid), C(O)([O-])=O.[Na+] (sodium hydrogencarbonate), crude product, FC(S(=O)(=O)[O-])(F)F.N(=[N+]=[N-])C[C@@H](C[N+]1=CC(=CC=C1)C(=O)C=1N=CN2C1SC(=C2)C=2[C@@H]([C@H]1N(C2C(=O)OCC2=CC=C(C=C2)[N+](=O)[O-])C([C@@H]1[C@@H](C)O)=O)C)O[Si](CC)(CC)CC (4-nitrobenzyl (1S,5R,6S)-2-[7-[1-((2R)-3-azido-2-triethylsilyloxypropyl)pyridinium-3-yl]carbonylimidazo[5,1-b]thiazol-2-yl]-6-((1R)-1-hydroxyethyl)-1-methyl-1-carbapen-2-em-3-carboxylate trifluoromethanesulfonate), O (water). Run in C1CCOC1 (THF). Reaction conditions: time 24 hour. Yields the product NC[C@H](C[N+]1=CC(=CC=C1)C(=O)C=1N=CN2C1SC(=C2)C=2[C@@H]([C@H]1N(C2C(=O)[O-])C([C@@H]1[C@@H](C)O)=O)C)O ((1S,5R,6S)-2-[7-[1-((2R)-3-Amino-2-hydroxypropyl)-pyridinium-3-yl]carbonylimidazo[5,1-b]thiazol-2-yl]-6-((1R)-1-hydroxyethyl)-1-methyl-1-carbapen-2-em-3-carboxylate). As a reaction SMILES: FC(F)(F)S([O-])(=O)=O.[N:9]([CH2:12][C@H:13]([O:56][Si](CC)(CC)CC)[CH2:14][N+:15]1[CH:20]=[CH:19][CH:18]=[C:17]([C:21]([C:23]2[N:24]=[CH:25][N:26]3[CH:30]=[C:29]([C:31]4[C@H:32]([CH3:55])[C@@H:33]5[C@@H:50]([C@H:51]([OH:53])[CH3:52])[C:49](=[O:54])[N:34]5[C:35]=4[C:36]([O:38]CC4C=CC([N+]([O-])=O)=CC=4)=[O:37])[S:28][C:27]=23)=[O:22])[CH:16]=1)=[N+]=[N-].O.Cl.C(=O)([O-])O.[Na+]>C1COCC1>[NH2:9][CH2:12][C@@H:13]([OH:56])[CH2:14][N+:15]1[CH:20]=[CH:19][CH:18]=[C:17]([C:21]([C:23]2[N:24]=[CH:25][N:26]3[CH:30]=[C:29]([C:31]4[C@H:32]([CH3:55])[C@@H:33]5[C@@H:50]([C@H:51]([OH:53])[CH3:52])[C:49](=[O:54])[N:34]5[C:35]=4[C:36]([O-:38])=[O:37])[S:28][C:27]=23)=[O:22])[CH:16]=1 |f:0.1,4.5|. Procedure: The crude product (398 mg) of 4-nitrobenzyl (1S,5R,6S)-2-[7-[1-((2R)-3-azido-2-triethylsilyloxypropyl)pyridinium-3-yl]carbonylimidazo[5,1-b]thiazol-2-yl]-6-((1R)-1-hydroxyethyl)-1-methyl-1-carbapen-2-em-3-carboxylate trifluoromethanesulfonate was dissolved in 12 ml of THF and 12 ml of water to prepare a solution. The solution was adjusted to pH 2.2 by the addition of 1 N hydrochloric acid and was stirred for 24 hr. The solution was adjusted to pH 5 by the addition of a 5% aqueous sodium hydrogen... Starting materials: C(C1=CC=CC=C1)C(CO)CN(C)C (2-benzyl-3-dimethylaminopropanol), C1(CCCCC1)N=C=NC1CCCCC1 (dicyclohexylcarbodiimide), cuprous chloride, O.O.C(C(=O)O)(=O)O (oxalic acid dihydrate), FC(C1=CC=C(C=C1)O)(F)F (4-Trifluoromethylphenol), oxalate salt. Run in CCOCC (ether), CCOCC (ether), CCOCC (ether). Product: C(C(=O)O)(=O)O.CN(C)CC(COC1=CC=C(C=C1)C(F)(F)F)CC1=CC=CC=C1 (N,N-dimethyl-2-benzyl-3-(4-trifluoromethylphenoxy)propylamine oxalate). RXN SMILES: [CH2:1]([CH:8]([CH2:11][N:12]([CH3:14])[CH3:13])[CH2:9][OH:10])[C:2]1[CH:7]=[CH:6][CH:5]=[CH:4][CH:3]=1.C1(N=C=NC2CCCCC2)CCCCC1.[F:30][C:31]([F:40])([F:39])[C:32]1[CH:37]=[CH:36][C:35](O)=[CH:34][CH:33]=1.O.O.[C:43]([OH:48])(=[O:47])[C:44]([OH:46])=[O:45]>CCOCC>[C:43]([OH:48])(=[O:47])[C:44]([OH:46])=[O:45].[CH3:13][N:12]([CH2:11][CH:8]([CH2:1][C:2]1[CH:7]=[CH:6][CH:5]=[CH:4][CH:3]=1)[CH2:9][O:10][C:35]1[CH:36]=[CH:37][C:32]([C:31]([F:40])([F:39])[F:30])=[CH:33][CH:34]=1)[CH3:14] |f:3.4.5,7.8|. Procedure details: A mixture of 2-benzyl-3-dimethylaminopropanol (4.2 g), dicyclohexylcarbodiimide (4.6 g) and cuprous chloride (0.2 g) is maintained at 80° for 40 hours. 4-Trifluoromethylphenol (5.0 g) is added, and the mixture maintained at 130° for 12 hours. The reaction mixture is cooled and ether (100 ml) is added. The insoluble material is filtered off and the filtrate extracted with 2N hydrochloric acid (3×100 ml). The acidic solutions are combined and made basic by the addition of concentrated aqueous ammo... Starting materials: 2-(formyl-3-methoxyphenoxy)ethyl polystyrene, II (iodine), N1C=NC=C1 (imidazole), BrC=1C=CC(=C(C1)/C=C/C(=O)O)OC ((E)-3-(5-Bromo-2-methoxy-phenyl)-acrylic acid), F[B-](F)(F)F.N1(N=NC2=C1C=CC=C2)OC(=[N+](C)C)N(C)C (2-(1H benzotriazol-1-yl)-1,1,3,3,-tetramethyluronium tetrafluoroborate), C(C)(C)N(CC)C(C)C (diisopropylethylamine), resin, Cl.ClC1=CC=C(C=C1)C(=O)C1CCNCC1 ((4-chloro-phenyl)-piperidin-4-yl-methanone hydrochloride), C(C)(C)N(CC)C(C)C (diisopropylethylamine), NCCO (2-amino ethanol), C(C)(=O)O[BH-](OC(C)=O)OC(C)=O.[Na+] (sodium triacetoxyborohydride), C1(=CC=CC=C1)P(C1=CC=CC=C1)C1=CC=CC=C1 (triphenylphosphine). Solvent: CN(C)C=O (DMF), CO.ClCCl (methanol dichloromethane), CN(C)C=O (DMF). Reaction conditions: temperature 20 celsius, time 16 hour. Product: BrC=1C=CC(=C(C1)/C=C/C(=O)NCCN1CCC(CC1)C(C1=CC=C(C=C1)Cl)=O)OC ((E)-3-(5-Bromo-2-methoxy-phenyl)-N-{2-[4-(4-chloro-benzoyl)-piperidin-1-yl]-ethyl}-acrylamide). RXN SMILES: N[CH2:2][CH2:3][OH:4].C(O[BH-](O[C:15](=[O:17])[CH3:16])OC(=O)C)(=O)C.[Na+].II.[NH:21]1[CH:25]=[CH:24][N:23]=[CH:22]1.[C:26]1(P(C2C=CC=CC=2)C2C=CC=CC=2)[CH:31]=CC=[CH:28][CH:27]=1.Cl.[Cl:46][C:47]1[CH:52]=[CH:51]C(C(C2CCNCC2)=O)=[CH:49][CH:48]=1.C(N(C(C)C)CC)(C)C.[Br:70][C:71]1[CH:72]=[CH:73][C:74]([O:82][CH3:83])=[C:75](/[CH:77]=C/C(O)=O)[CH:76]=1.F[B-](F)(F)F.N1(OC(N(C)C)=[N+](C)C)C2C=CC=CC=2N=N1>CO.ClCCl.CN(C=O)C>[Br:70][C:71]1[CH:72]=[CH:73][C:74]([O:82][CH3:83])=[C:75](/[CH:77]=[CH:2]/[C:3]([NH:21][CH2:25][CH2:24][N:23]2[CH2:28][CH2:27][CH:26]([C:15](=[O:17])[C:16]3[CH:51]=[CH:52][C:47]([Cl:46])=[CH:48][CH:49]=3)[CH2:31][CH2:22]2)=[O:4])[CH:76]=1 |f:1.2,6.7,10.11,12.13|. Reported procedure: To a suspension of 2-(formyl-3-methoxyphenoxy)ethyl polystyrene (AMEBA) resin (ex Novabiochem) (6.85 g, 3.33 mmol) in a mixture of methanol/dichloromethane (60 ml, 1:1 v/v) is added 2-amino ethanol and sodium triacetoxyborohydride (4.00 g, 18.85 mmol) and the mixture shaken for 16 hours at 20° C., then filtered. The resin is washed with methanol, DMF and dichloromethane, then dried under vacuum. A THF/acetonitrile mixture (50 ml, 1:1 v/v) is added to the dried resin followed by iodine (4.80 g, 1... Starting materials: C(C)(=O)OC(C)=O (acetic anhydride), C1(=CC=CC=C1)/C=C(/C(=O)O)\CC(=O)O ((E)-phenylitaconic acid). Run in C1CCOC1 (THF). Conditions: time 5 hour. Yields the product C1(=CC=CC=C1)C=C1C(=O)OC(C1)=O (Phenylitaconic anhydride). Reaction SMILES: C(OC(=O)C)(=O)C.[C:8]1(/[CH:14]=[C:15](\[CH2:19][C:20]([OH:22])=[O:21])/[C:16]([OH:18])=O)[CH:13]=[CH:12][CH:11]=[CH:10][CH:9]=1>C1COCC1>[C:8]1([CH:14]=[C:15]2[CH2:19][C:20](=[O:21])[O:22][C:16]2=[O:18])[CH:9]=[CH:10][CH:11]=[CH:12][CH:13]=1. Reported procedure: 2.3 l (approx. 2.49 kg, approx. 24.4 mol) of acetic anhydride are added at 20° C. to a solution of 2.28 kg (11.1 mol) of (E)-phenylitaconic acid in 5.7 l of THF. The mixture is stirred for 5 hours at room temperature. After 1 hour there is a clear light yellow solution; after 3 hours the product begins to crystallize out. The THF is removed under vacuum, 5.0 l of methyl tert-butyl ether are added to the residue in order to complete the crystallization, and the product is filtered off with suctio...